This data is from the Open Reaction Database (ORD), a public repository of structured organic reaction records. The task is: describe an organic reaction: reactants, conditions, products, and yield The product is COC(C1=C(C=C(C=C1)COCC=1SC=CC1)C1=C(C=CC=C1)C)=O (4-(2-thienylmethoxymethyl)-2-(2-methylphenyl)benzoic acid methyl ester). The reactants are [H-].[Na+] (sodium hydride), S1C(=CC=C1)CO (2-thiophenemethanol), COC(C1=C(C=C(C=C1)CBr)C1=C(C=CC=C1)C)=O (4-bromomethyl-2-(2-methylphenyl)benzoic acid methyl ester). As a reaction SMILES: [H-].[Na+].[S:3]1[CH:7]=[CH:6][CH:5]=[C:4]1[CH2:8][OH:9].[CH3:10][O:11][C:12](=[O:28])[C:13]1[CH:18]=[CH:17][C:16]([CH2:19]Br)=[CH:15][C:14]=1[C:21]1[CH:26]=[CH:25][CH:24]=[CH:23][C:22]=1[CH3:27]>CN(C=O)C>[CH3:10][O:11][C:12](=[O:28])[C:13]1[CH:18]=[CH:17][C:16]([CH2:19][O:9][CH2:8][C:4]2[S:3][CH:7]=[CH:6][CH:5]=2)=[CH:15][C:14]=1[C:21]1[CH:26]=[CH:25][CH:24]=[CH:23][C:22]=1[CH3:27] |f:0.1|. Procedure: To a suspension in DMF (3.5 mL) of sodium hydride (60% in mineral oil, 52 mg, 1.3 mmol) was added 2-thiophenemethanol (0.135 mL, 1.4 mmol) and the reaction mixture was stirred for 1.25 hours. 4-bromomethyl-2-(2-methylphenyl)benzoic acid methyl ester (0.35 mL, 1.2 mmol) was added and the reaction mixture was stirred for 2 hours. The reaction mixture was partitioned between water and ether. The aqueous phase was extracted with ether. The combined organic layers were washed with brine, dried over s... Yield: 59.1%. Conditions: time 1.25 hour. Solvent: CN(C)C=O (DMF). Starting materials: NC=1C=C2C=NNC2=CC1 (5-aminoindazole), O (water), [S-]C#N.[Na+] (sodium thiocyanate), BrBr (bromine). Run in C(C)(=O)O (acetic acid). Conditions: time 8 hour. Product: S1C(=NC2=C1C1=C(C=C2)NN=C1)N (6H-pyrazolo[4′,3′:3,4]benzo[1,2-d]thiazol-2-ylamine). Yield: 108.6%. As a reaction SMILES: [NH2:1][C:2]1[CH:3]=[C:4]2[C:8](=[CH:9][CH:10]=1)[NH:7][N:6]=[CH:5]2.[S-:11][C:12]#[N:13].[Na+].BrBr.O>C(O)(=O)C>[S:11]1[C:3]2[C:4]3[CH:5]=[N:6][NH:7][C:8]=3[CH:9]=[CH:10][C:2]=2[N:1]=[C:12]1[NH2:13] |f:1.2|. Reported procedure: 2.0 g (15 mmol) of 5-aminoindazole and 4.9 g (60.5 mmol) of sodium thiocyanate were suspended in 10 ml of acetic acid, and 2.4 g (15 mmol) of bromine was added dropwise to the suspension under ice-cooling. The reaction mixture was allowed to warm to room temperature, and it was stirred overnight. The reaction mixture was poured into water, and the resulting crystals were collected by filtration to give 3.1 g of 6H-pyrazolo[4′,3′:3,4]benzo[1,2-d]thiazol-2-ylamine. Reactants: [Al+3], [H-], [H-], [H-], [H-], [Li+], C1CCOC1, COC(=O)CCCc1c[nH]c2ccccc12. Yields the product OCCCCc1c[nH]c2ccccc12. RXN SMILES: [Al+3:18].[H-:17].[H-:20].[H-:21].[H-:22].[Li+:19].[O:23]1[CH2:24][CH2:25][CH2:26][CH2:27]1.[nH:1]1[cH:2][c:3]([CH2:10][CH2:11][CH2:12][C:13](=[O:14])[O:15][CH3:16])[c:4]2[cH:5][cH:6][cH:7][cH:8][c:9]12>>[nH:1]1[cH:2][c:3]([CH2:10][CH2:11][CH2:12][CH2:13][OH:14])[c:4]2[cH:5][cH:6][cH:7][cH:8][c:9]12. The reactants are C(C)OC(=O)C1(CC1)C1=CC=C(C=C1)C1=CC=C(C=C1)C1=C(C(=NO1)C)N (1-[4′-(4-amino-3-methyl-isoxazol-5-yl)-biphenyl-4-yl]-cyclopropanecarboxylic acid ethyl ester), O(C1=CC=CC=C1)CC(=O)Cl (phenoxyacetyl chloride). Yields the product C(C)OC(=O)C1(CC1)C1=CC=C(C=C1)C1=CC=C(C=C1)C1=C(C(=NO1)C)NC(COC1=CC=CC=C1)=O (1-{4′-[3-Methyl-4-(2-phenoxy-acetylamino)-isoxazol-5-yl]-biphenyl-4-yl}-cyclopropanecarboxylic acid ethyl ester). RXN SMILES: [CH2:1]([O:3][C:4]([C:6]1([C:9]2[CH:14]=[CH:13][C:12]([C:15]3[CH:20]=[CH:19][C:18]([C:21]4[O:25][N:24]=[C:23]([CH3:26])[C:22]=4[NH2:27])=[CH:17][CH:16]=3)=[CH:11][CH:10]=2)[CH2:8][CH2:7]1)=[O:5])[CH3:2].[O:28]([CH2:35][C:36](Cl)=[O:37])[C:29]1[CH:34]=[CH:33][CH:32]=[CH:31][CH:30]=1>>[CH2:1]([O:3][C:4]([C:6]1([C:9]2[CH:10]=[CH:11][C:12]([C:15]3[CH:20]=[CH:19][C:18]([C:21]4[O:25][N:24]=[C:23]([CH3:26])[C:22]=4[NH:27][C:36](=[O:37])[CH2:35][O:28][C:29]4[CH:34]=[CH:33][CH:32]=[CH:31][CH:30]=4)=[CH:17][CH:16]=3)=[CH:13][CH:14]=2)[CH2:8][CH2:7]1)=[O:5])[CH3:2]. Procedure details: Prepared according to the procedure described in Example 3, Step 7, using 1-[4′-(4-amino-3-methyl-isoxazol-5-yl)-biphenyl-4-yl]-cyclopropanecarboxylic acid ethyl ester and phenoxyacetyl chloride.